Dataset: the Open Reaction Database (ORD), a public repository of structured organic reaction records. Task: describe an organic reaction: reactants, conditions, products, and yield Starting materials: ClC1=C(C(=CC=C1)Cl)CS(=O)(=O)C=1C=C2/C(/C(NC2=CC1)=O)=C/C=1NC(=CC1C(=O)O)C (2-[5-(2,6-Dichloro-phenylmethanesulfonyl)-2-oxo-1,2-dihydro-indol-(3Z)-ylidenemethyl]-5-methyl-1H-pyrrole-3-carboxylic acid), N1(CCCC1)CCN (2-pyrrolidin-1-yl-ethylamine). The product is N1(CCCC1)CCNC(=O)C1=C(NC(=C1)C)\C=C\1/C(NC2=CC=C(C=C12)S(=O)(=O)CC1=C(C=CC=C1Cl)Cl)=O (2-[5-(2,6-Dichloro-phenylmethanesulfonyl)-2-oxo-1,2-dihydro-indol-(3Z)-ylidenemethyl]-5-methyl-1H-pyrrole-3-carboxylic acid (2-Pyrrolidin-1-yl-ethyl)-amide). As a reaction SMILES: [Cl:1][C:2]1[CH:7]=[CH:6][CH:5]=[C:4]([Cl:8])[C:3]=1[CH2:9][S:10]([C:13]1[CH:14]=[C:15]2[C:19](=[CH:20][CH:21]=1)[NH:18][C:17](=[O:22])/[C:16]/2=[CH:23]\[C:24]1[NH:25][C:26]([CH3:32])=[CH:27][C:28]=1[C:29]([OH:31])=O)(=[O:12])=[O:11].[N:33]1([CH2:38][CH2:39][NH2:40])[CH2:37][CH2:36][CH2:35][CH2:34]1>>[N:33]1([CH2:38][CH2:39][NH:40][C:29]([C:28]2[CH:27]=[C:26]([CH3:32])[NH:25][C:24]=2/[CH:23]=[C:16]2\[C:17](=[O:22])[NH:18][C:19]3[C:15]\2=[CH:14][C:13]([S:10]([CH2:9][C:3]2[C:4]([Cl:8])=[CH:5][CH:6]=[CH:7][C:2]=2[Cl:1])(=[O:12])=[O:11])=[CH:21][CH:20]=3)=[O:31])[CH2:37][CH2:36][CH2:35][CH2:34]1. Procedure details: 2-[5-(2,6-Dichloro-phenylmethanesulfonyl)-2-oxo-1,2-dihydro-indol-(3Z)-ylidenemethyl]-5-methyl-1H-pyrrole-3-carboxylic acid was coupled with 2-pyrrolidin-1-yl-ethylamine to give the titled compound. Reactants: CCOC(=O)Cc1cc([N+](=O)[O-])c(F)cc1Br, CCO, [Cl-], [Fe], [NH4+]. The product is CCOC(=O)Cc1cc(N)c(F)cc1Br. Reaction SMILES: [Br:1][c:2]1[c:3]([CH2:12][C:13](=[O:14])[O:15][CH2:16][CH3:17])[cH:4][c:5]([N+:9]([O-:10])=[O:11])[c:6]([F:8])[cH:7]1.[CH3:20][CH2:21][OH:22].[Cl-:18].[Fe:23].[NH4+:19]>>[Br:1][c:2]1[c:3]([CH2:12][C:13](=[O:14])[O:15][CH2:16][CH3:17])[cH:4][c:5]([NH2:9])[c:6]([F:8])[cH:7]1.